Dataset: the Open Reaction Database (ORD), a public repository of structured organic reaction records. Task: describe an organic reaction: reactants, conditions, products, and yield The reactants are C(CCC)[Li] (n-butyl lithium), C1(=CC=CC=C1)C1=CN=CO1 (5-phenyloxazole), CN(C=O)C1=NC=CC=C1 (N-methyl-2-pyridyl formamide). Solvent: C1CCOC1.C(C)OCC (THF diethyl ether), C1CCOC1 (THF). Run at temperature -78 celsius, time 30 minute. Product: C1(=CC=CC=C1)C1=CN=C(O1)C=O (5-phenyl-1,3-oxazole-2-carbaldehyde). The yield is 0.0%. RXN SMILES: [C:1]1([C:7]2[O:11][CH:10]=[N:9][CH:8]=2)[CH:6]=[CH:5][CH:4]=[CH:3][CH:2]=1.C([Li])CCC.CN(C1C=CC=CN=1)[CH:19]=[O:20]>C1COCC1.C(OCC)C.C1COCC1>[C:1]1([C:7]2[O:11][C:10]([CH:19]=[O:20])=[N:9][CH:8]=2)[CH:2]=[CH:3][CH:4]=[CH:5][CH:6]=1 |f:3.4|. Procedure details: According to reference (Synthesis 1984, 1048–1050), to a solution of 5-phenyloxazole (1.5 g, 10.3 mmol) in THF:diethyl ether (2:1, 50 mL) at −78° C. is added n-butyl lithium (7.1 mL of 1.6 M solution in hexanes, 11.4 mmol). The reaction is stirred at −78° C. for 30 minutes after which time a solution of N-methyl-2-pyridyl formamide (1.85 mL, 15.5 mmol) in THF (20 mL) is added. The reaction mixture is stirred at −78° C. for 30 min and then at 25° C. for 14 hours. It is quenched by addition of wat...